This data is from the Open Reaction Database (ORD), a public repository of structured organic reaction records. The task is: describe an organic reaction: reactants, conditions, products, and yield The reactants are COC(C(Cl)N=CC1=CC(=CC=C1)Cl)OC (2,3-dichlorobenzylidenaminoacetaldehyde dimethyl acetal). Reagents/catalysts: [Pt]=O (Platinum oxide). The solvent is C(C)(=O)OCC (ethyl acetate). Conditions: time 7 hour. The product is COC(C(Cl)NCC1=CC(=CC=C1)Cl)OC (2,3-dichlorobenzylaminoacetaldehyde dimethyl acetal). As a reaction SMILES: [CH3:1][O:2][CH:3]([O:15][CH3:16])[CH:4]([N:6]=[CH:7][C:8]1[CH:13]=[CH:12][CH:11]=[C:10]([Cl:14])[CH:9]=1)[Cl:5]>[Pt]=O.C(OCC)(=O)C>[CH3:16][O:15][CH:3]([O:2][CH3:1])[CH:4]([NH:6][CH2:7][C:8]1[CH:13]=[CH:12][CH:11]=[C:10]([Cl:14])[CH:9]=1)[Cl:5]. Reported procedure: A solution of 80 g. (0.305 m.) of 2,3-dichlorobenzylidenaminoacetaldehyde dimethyl acetal in 300 ml. of ethyl acetate was divided into two equal parts. Platinum oxide (300 mg.) was added to each and the mixtures were shaken under 20 psi H2 for about seven hours. Filtration, evaporation, and distillation afforded 2,3-dichlorobenzylaminoacetaldehyde dimethyl acetal, b.p. 100°-125° C. (0.005 mm.). The reactants are CCCN1CCC(c2ccc(N)c(OCC)c2)CC1, C[O-], CC(C)O, O=C(Nc1c(F)cccc1F)c1cccc(-c2nc3ccccn3c2-c2ccnc(Cl)n2)c1, ClCCl, [Na+], Cc1ccc(S(=O)(=O)O)cc1. The product is CCCN1CCC(c2ccc(Nc3nccc(-c4c(-c5cccc(C(=O)Nc6c(F)cccc6F)c5)nc5ccccn45)n3)c(OCC)c2)CC1. As a reaction SMILES: [CH3:34][CH2:35][O:36][c:37]1[c:38]([NH2:39])[cH:40][cH:41][c:42]([CH:44]2[CH2:45][CH2:46][N:47]([CH2:50][CH2:51][CH3:52])[CH2:48][CH2:49]2)[cH:43]1.[CH3:64][O-:65].[CH:70]([OH:71])([CH3:72])[CH3:73].[Cl:1][c:2]1[n:3][cH:4][cH:5][c:6](-[c:8]2[c:9](-[c:17]3[cH:18][c:19]([C:20](=[O:21])[NH:22][c:23]4[c:24]([F:30])[cH:25][cH:26][cH:27][c:28]4[F:29])[cH:31][cH:32][cH:33]3)[n:10][c:11]3[n:12]2[cH:13][cH:14][cH:15][cH:16]3)[n:7]1.[Cl:67][CH2:68][Cl:69].[Na+:66].[c:53]1([CH3:54])[cH:55][cH:56][c:57]([S:58]([OH:59])(=[O:60])=[O:61])[cH:62][cH:63]1>>[c:2]1([NH:39][c:38]2[c:37]([O:36][CH2:35][CH3:34])[cH:43][c:42]([CH:44]3[CH2:45][CH2:46][N:47]([CH2:50][CH2:51][CH3:52])[CH2:48][CH2:49]3)[cH:41][cH:40]2)[n:3][cH:4][cH:5][c:6](-[c:8]2[c:9](-[c:17]3[cH:18][c:19]([C:20](=[O:21])[NH:22][c:23]4[c:24]([F:30])[cH:25][cH:26][cH:27][c:28]4[F:29])[cH:31][cH:32][cH:33]3)[n:10][c:11]3[n:12]2[cH:13][cH:14][cH:15][cH:16]3)[n:7]1.